This data is from the Open Reaction Database (ORD), a public repository of structured organic reaction records. The task is: describe an organic reaction: reactants, conditions, products, and yield The reactants are Cl.Cl.N1CCC2=CC(=CC=C12)C1=CN(C=2N=CN=C(C21)N)C (5-(2,3-dihydro-1H-indol-5-yl)-7-methyl-7H-pyrrolo[2,3-d]pyrimidin-4-amine dihydrochloride), CC1=NN(C(=C1)C)CC(=O)O ((3,5-dimethyl-1H-pyrazol-1-yl)acetic acid), CCN(C(C)C)C(C)C (DIPEA), C(CC)P1(OP(OP(O1)(=O)CCC)(=O)CCC)=O (T3P), C(C)OC(C)=O (ethylacetate). Solvent: CN(C=O)C (N,N-Dimethylformamide). Reaction conditions: time 30 minute. Product: CC1=NN(C(=C1)C)CC(=O)N1CCC2=CC(=CC=C12)C1=CN(C=2N=CN=C(C21)N)C (5-{1-[(3,5-dimethyl-1H-pyrazol-1-yl)acetyl]-2,3-dihydro-1H-indol-5-yl}-7-methyl-7H-pyrrolo[2,3-d]pyrimidin-4-amine). The yield is 43.4%. As a reaction SMILES: Cl.Cl.[NH:3]1[C:11]2[C:6](=[CH:7][C:8]([C:12]3[C:20]4[C:19]([NH2:21])=[N:18][CH:17]=[N:16][C:15]=4[N:14]([CH3:22])[CH:13]=3)=[CH:9][CH:10]=2)[CH2:5][CH2:4]1.[CH3:23][C:24]1[CH:28]=[C:27]([CH3:29])[N:26]([CH2:30][C:31](O)=[O:32])[N:25]=1.CCN(C(C)C)C(C)C.C(P1(=O)OP(CCC)(=O)OP(CCC)(=O)O1)CC.C(OC(=O)C)C>CN(C)C=O>[CH3:23][C:24]1[CH:28]=[C:27]([CH3:29])[N:26]([CH2:30][C:31]([N:3]2[C:11]3[C:6](=[CH:7][C:8]([C:12]4[C:20]5[C:19]([NH2:21])=[N:18][CH:17]=[N:16][C:15]=5[N:14]([CH3:22])[CH:13]=4)=[CH:9][CH:10]=3)[CH2:5][CH2:4]2)=[O:32])[N:25]=1 |f:0.1.2|. Procedure: To a mixture of 5-(2,3-dihydro-1H-indol-5-yl)-7-methyl-7H-pyrrolo[2,3-d]pyrimidin-4-amine dihydrochloride (175 mg, 0.517 mmol) and (3,5-dimethyl-1H-pyrazol-1-yl)acetic acid (80 mg, 0.517 mmol) in N,N-Dimethylformamide (DMF) (3 mL) was added DIPEA (0.271 mL, 1.552 mmol) dropwise. The mixture was cooled in an ice bath, and T3P (1-propanephosphonic acid cyclic anhydride), 50% in ethylacetate (˜1.68M) (0.370 mL, 0.621 mmol) was then added dropwise. After stirring 30 minutes, the ice bath was removed... Reaction conditions: time 3 hour. The reactants are C(C)(=O)OC1=CC(=CC=2C(C3=CC(=CC=C3C(C12)=O)C)=O)OC(C)=O (1, 3-Diacetoxy-6-methyl-anthraquinone), C(C)(=O)O (acetic acid), CrO3, C(C)(=O)O (acetic acid), O (water). As a reaction SMILES: [C:1]([O:4][C:5]1[C:18]2[C:17](=[O:19])[C:16]3[C:11](=[CH:12]C(C)=[CH:14][CH:15]=3)[C:10](=[O:21])[C:9]=2[CH:8]=[C:7]([O:22][C:23](=[O:25])[CH3:24])[CH:6]=1)(=O)[CH3:2].[OH2:26].[C:27]([OH:30])(=[O:29])[CH3:28]>C(OC(=O)C)(=O)C>[C:1]([O:4][C:5]1[C:18]2[C:17](=[O:19])[C:16]3[C:11](=[CH:12][C:28]([C:27]([OH:30])=[O:29])=[CH:14][CH:15]=3)[C:10](=[O:21])[C:9]=2[CH:8]=[C:7]([O:22][C:23](=[O:25])[CH3:24])[CH:6]=1)(=[O:26])[CH3:2]. Reported procedure: 2.2 1, 3-Diacetoxy-6-methyl-anthraquinone (20 mg) (obtained in Example 2.1) was dissolved in a 1:1 mixture of acetic anhydride and acetic acid (16.6 ml) at 50° C. and added dropwise to a solution of CrO3 (135 mg) in aqueous 40% acetic acid (2.7 ml). The reaction mixture was then stirred for three hours, cooled and poured into 200 ml of water. After being left for two hours, the solution was extracted with ethyl acetate, washed with water and then extracted twice with saturated sodium bicarbonate... Run in C(C)(=O)OC(C)=O (acetic anhydride). Yields the product C(C)(=O)OC1=CC(=CC=2C(C3=CC(=CC=C3C(C12)=O)C(=O)O)=O)OC(C)=O (1,3-diacetoxy-6-carboxy-anthraquinone). Reaction conditions: time 2 hour. Solvent: ClCCl (dichloromethane). Yields the product FC(C(=O)O)(F)F.N1CC(C1)OC1=CC(=C(C(=C1)C)C1=CC(=CC=C1)COC1=CC2=C([C@@H](CO2)CC(=O)OC)C=C1)C ((S)-Methyl 2-(6-((4′-(azetidin-3-yloxy)-2′,6′-dimethylbiphenyl-3-yl)methoxy)-2,3-dihydrobenzofuran-3-yl)acetate 2,2,2-trifluoroacetate). Procedure: (S)-tert-Butyl 3-((3′-(((3-(2-methoxy-2-oxoethyl)-2,3-dihydrobenzofuran-6-yl)oxy)methyl)-2,6-dimethylbiphenyl-4-yl)oxy)azetidine-1-carboxylate 14b (100 mg, 0.17 mmol) was dissolved in 5 mL of dichloromethane, followed by addition of 1 mL of trifluoroacetic acid. The reaction solution was stirred for 2 hours. The resulting solution was concentrated under reduced pressure to obtain the crude title compound Starting materials: COC(C[C@@H]1COC2=C1C=CC(=C2)OCC=2C=C(C=CC2)C2=C(C=C(C=C2C)OC2CN(C2)C(=O)OC(C)(C)C)C)=O ((S)-tert-butyl 3-((3′-(((3-(2-methoxy-2-oxoethyl)-2,3-dihydrobenzofuran-6-yl)oxy)methyl)-2,6-dimethylbiphenyl-4-yl)oxy)azetidine-1-carboxylate), FC(C(=O)O)(F)F (trifluoroacetic acid). RXN SMILES: [CH3:1][O:2][C:3](=[O:42])[CH2:4][C@H:5]1[C:9]2[CH:10]=[CH:11][C:12]([O:14][CH2:15][C:16]3[CH:17]=[C:18]([C:22]4[C:27]([CH3:28])=[CH:26][C:25]([O:29][CH:30]5[CH2:33][N:32](C(OC(C)(C)C)=O)[CH2:31]5)=[CH:24][C:23]=4[CH3:41])[CH:19]=[CH:20][CH:21]=3)=[CH:13][C:8]=2[O:7][CH2:6]1.[F:43][C:44]([F:49])([F:48])[C:45]([OH:47])=[O:46]>ClCCl>[F:43][C:44]([F:49])([F:48])[C:45]([OH:47])=[O:46].[NH:32]1[CH2:33][CH:30]([O:29][C:25]2[CH:24]=[C:23]([CH3:41])[C:22]([C:18]3[CH:19]=[CH:20][CH:21]=[C:16]([CH2:15][O:14][C:12]4[CH:11]=[CH:10][C:9]5[C@H:5]([CH2:4][C:3]([O:2][CH3:1])=[O:42])[CH2:6][O:7][C:8]=5[CH:13]=4)[CH:17]=3)=[C:27]([CH3:28])[CH:26]=2)[CH2:31]1 |f:3.4|. The reactants are CCCCCC (hexane), COC1=C(C(=CC=C1)OC)F (1,3-dimethoxy 2-fluoro benzene), BrN1C(CCC1=O)=O (N-bromo succinimide), Cl(=O)(=O)(=O)O (perchloric acid). The solvent is C(Cl)(Cl)(Cl)Cl (carbon tetrachloride). Conditions: time 1 hour. The product is COC1=C(C(=C(C=C1)Br)OC)F (1,3-Dimethoxy-4-Bromo-2-Fluorobenzene). Yield: 95.3%. Reaction SMILES: [CH3:1][O:2][C:3]1[CH:8]=[CH:7][CH:6]=[C:5]([O:9][CH3:10])[C:4]=1[F:11].[Br:12]N1C(=O)CCC1=O.Cl(O)(=O)(=O)=O.CCCCCC>C(Cl)(Cl)(Cl)Cl>[CH3:10][O:9][C:5]1[CH:6]=[CH:7][C:8]([Br:12])=[C:3]([O:2][CH3:1])[C:4]=1[F:11]. Reported procedure: 2-fluoro resorcinol (prepared according to Patrick, T. B., et al., J. Org. Chem (1986), 51, 3242-4) (12.8 g, 100 mmol), potassium carbonate (42 g, 0.3 mol), and methyl iodide (25 mL, 0.4 mol) were mixed with acetone (300 mL) and refluxed for 6 hrs. The reaction was poured into ice-water (500 mL) and extracted in ethyl acetate (500 mL). The ethyl acetate was washed with water (200 mL×2), and brine (200 mL×1), dried over sodium sulfate, filtered, and solvent was removed to yield 14.2 grams (91%) o...